Task: describe an organic reaction: reactants, conditions, products, and yield. Dataset: the Open Reaction Database (ORD), a public repository of structured organic reaction records Reactants: C(C1=CC=CC=C1)OC([C@@H](NC([C@@H](NC(=O)OCC1=CC=CC=C1)C)=O)CC1=CC=CC=C1)=O (N-benzyloxycarbonyl-L-alanyl-L-phenylalanine benzyl ester), Pd palladium on carbon. Solvent: C(C)O (ethyl alcohol). Reaction conditions: temperature 20 celsius, time 6.5 hour. Yields the product N[C@@H](C)C(=O)N[C@@H](CC1=CC=CC=C1)C(=O)O (L-alanyl-L-phenylalanine). Isolated yield 100.0%. As a reaction SMILES: C([O:8][C:9](=[O:34])[C@H:10]([CH2:27][C:28]1[CH:33]=[CH:32][CH:31]=[CH:30][CH:29]=1)[NH:11][C:12](=[O:26])[C@H:13]([CH3:25])[NH:14]C(OCC1C=CC=CC=1)=O)C1C=CC=CC=1>C(O)C>[NH2:14][C@H:13]([C:12]([NH:11][C@H:10]([C:9]([OH:34])=[O:8])[CH2:27][C:28]1[CH:33]=[CH:32][CH:31]=[CH:30][CH:29]=1)=[O:26])[CH3:25]. Procedure: A mixture of N-benzyloxycarbonyl-L-alanyl-L-phenylalanine benzyl ester (0.50 g, 1.1 mmol) and 10% Pd palladium on carbon (0.1 g) in ethyl alcohol (150 mL) was shaken in a Parr hydrogenation apparatus for 6.5 h at 20° C. The reaction mixture was filtered and the filtrate rinsed with water (100 mL). The solution was concentrated to give 0.26 g (100%) of L-alanyl-L-phenylalanine. HPLC analysis showed >99% purity and no evidence of racemization. Starting materials: N (aminomethyl polystyrene resin), COC=1C=C(C=CC1OC)N=C=S (3,4 dimethoxyphenylisothiocyanate), N-methylcyclohexylcarbodiimide-N-methyl-polystyrene resin, NC=1C=C(C(=O)N(CC(C)C)CC(C)C)C=CC1NCCCN(C)CC1=CC=CC=C1 (3-amino-4-({3-[benzyl(methyl)amino]propyl}amino)-N,N-diisobutylbenzamide), O1CCCC1 (tetrahydrofuran), solution, Cl (HCl). Solvent: C(C)OCC (ethyl ether), C(C)OCC (ethyl ether). Reaction conditions: time 4 hour. Yields the product Cl.C(C1=CC=CC=C1)N(CCCN1C(=NC2=C1C=CC(=C2)C(=O)N(CC(C)C)CC(C)C)NC2=CC(=CC(=C2)OC)OC)C (1-{3-[benzyl(methyl)amino]propyl}-2-[(3,5-dimethoxy phenyl)amino]-N,N-diisobutyl-1H-benzimidazole-5-carboxamide Hydrochloride), hydrochloride salt. Yield: 92.0%. Reaction SMILES: [CH3:1][O:2][C:3]1[CH:4]=[C:5]([N:11]=[C:12]=S)[CH:6]=[CH:7][C:8]=1OC.[NH2:14][C:15]1[CH:16]=[C:17]([CH:29]=[CH:30][C:31]=1[NH:32][CH2:33][CH2:34][CH2:35][N:36]([CH2:38][C:39]1[CH:44]=[CH:43][CH:42]=[CH:41][CH:40]=1)[CH3:37])[C:18]([N:20]([CH2:25][CH:26]([CH3:28])[CH3:27])[CH2:21][CH:22]([CH3:24])[CH3:23])=[O:19].N.[ClH:46].[O:47]1CCC[CH2:48]1>C(OCC)C>[ClH:46].[CH2:38]([N:36]([CH3:37])[CH2:35][CH2:34][CH2:33][N:32]1[C:31]2[CH:30]=[CH:29][C:17]([C:18]([N:20]([CH2:21][CH:22]([CH3:23])[CH3:24])[CH2:25][CH:26]([CH3:27])[CH3:28])=[O:19])=[CH:16][C:15]=2[N:14]=[C:12]1[NH:11][C:5]1[CH:6]=[C:7]([O:47][CH3:48])[CH:8]=[C:3]([O:2][CH3:1])[CH:4]=1)[C:39]1[CH:44]=[CH:43][CH:42]=[CH:41][CH:40]=1 |f:6.7|. Procedure: 3,4 dimethoxyphenylisothiocyanate (35 mg, 1.2 eq) and N-methylcyclohexylcarbodiimide-N-methyl-polystyrene resin (acquired from Novabiochem; charge 1.69 mmol/g, 355 mg, 4 eq) are added successively to a solution of 3-amino-4-({3-[benzyl(methyl)amino]propyl}amino)-N,N-diisobutylbenzamide (65 mg, 1 eq) in tetrahydrofuran (2 ml). The mixture is heated under reflux for 18 hours then cooled down to ambient temperature and aminomethyl polystyrene resin (acquired from Novabiochem, 2 eq) is added. After ...